This data is from the Open Reaction Database (ORD), a public repository of structured organic reaction records. The task is: describe an organic reaction: reactants, conditions, products, and yield The reactants are C(#N)C1=CC(=C(C=C1NC1=CC(=NO1)C1=CC=CC=C1)N[C@H]1[C@H](CCCC1)NC(OC(C)(C)C)=O)F (tert-butyl (1S,2R)-2-(4-cyano-2-fluoro-5-(3-phenylisoxazol-5-ylamino)phenylamino)cyclohexylcarbamate). The solvent is C(=O)(C(F)(F)F)O (TFA). Conditions: time 20 minute. Product: N[C@@H]1[C@@H](CCCC1)NC1=CC(=C(C#N)C=C1F)NC1=CC(=NO1)C1=CC=CC=C1 (4-((1R,2S)-2-aminocyclohexylamino)-5-fluoro-2-(3-phenylisoxazol-5-ylamino)benzonitrile). Yield: 160.8%. RXN SMILES: [C:1]([C:3]1[C:8]([NH:9][C:10]2[O:14][N:13]=[C:12]([C:15]3[CH:20]=[CH:19][CH:18]=[CH:17][CH:16]=3)[CH:11]=2)=[CH:7][C:6]([NH:21][C@@H:22]2[CH2:27][CH2:26][CH2:25][CH2:24][C@@H:23]2[NH:28]C(=O)OC(C)(C)C)=[C:5]([F:36])[CH:4]=1)#[N:2]>C(O)(C(F)(F)F)=O>[NH2:28][C@H:23]1[CH2:24][CH2:25][CH2:26][CH2:27][C@H:22]1[NH:21][C:6]1[C:5]([F:36])=[CH:4][C:3]([C:1]#[N:2])=[C:8]([NH:9][C:10]2[O:14][N:13]=[C:12]([C:15]3[CH:20]=[CH:19][CH:18]=[CH:17][CH:16]=3)[CH:11]=2)[CH:7]=1. Reported procedure: The compound tert-butyl (1S,2R)-2-(4-cyano-2-fluoro-5-(3-phenylisoxazol-5-ylamino)phenylamino)cyclohexylcarbamate (40 mg, 0.081 mmol) was dissolved in TFA (1.0 mL). After 20 min, TFA was removed in vacuo to give 4-((1R,2S)-2-aminocyclohexylamino)-5-fluoro-2-(3-phenylisoxazol-5-ylamino)benzonitrile (51 mg). The reactants are BrN1C(CCC1=O)=O (N-bromosuccinimide), BrC=1C=CC(=C(C(=O)OC)C1)CC (methyl 5-bromo-2-ethylbenzoate). Reagents/catalysts: N(=NC(C#N)(C)C)C(C#N)(C)C (2,2′-azo-bis-isobutyronitrile). Run in C(Cl)(Cl)(Cl)Cl (carbon tetrachloride). Run at temperature 25 celsius. Product: BrC=1C=CC(=C(C(=O)OC)C1)C(C)Br (Methyl 5-bromo-2-(1-bromoethyl)benzoate). Yield: 104.4%. As a reaction SMILES: [Br:1]N1C(=O)CCC1=O.[Br:9][C:10]1[CH:11]=[CH:12][C:13]([CH2:20][CH3:21])=[C:14]([CH:19]=1)[C:15]([O:17][CH3:18])=[O:16]>C(Cl)(Cl)(Cl)Cl.N(C(C)(C)C#N)=NC(C)(C)C#N>[Br:9][C:10]1[CH:11]=[CH:12][C:13]([CH:20]([Br:1])[CH3:21])=[C:14]([CH:19]=1)[C:15]([O:17][CH3:18])=[O:16]. Reported procedure: Add N-bromosuccinimide (1090 g, 6.12 mol) and 2,2′-azo-bis-isobutyronitrile (11.4 g, 0.069 mol) to a 20° C. solution of methyl 5-bromo-2-ethylbenzoate (1296 g, 5.33 mol) in carbon tetrachloride (7 L). Heat to reflux for 4 hours, cool to 20-30° C. and wash with water (10 L), extract the aqueous phase with dichloromethane (5 L), combine the organic layers, and wash with water (10 L), Na2SO3 (5 L) and saturated aqueous sodium chloride. Dry with sodium sulfate, filter, and evaporate under reduced pr... Product: CC1(C)CC(=C(c2ccc(Br)cc2)c2ccc(O)c(F)c2)CC(C)(C)O1. As a reaction SMILES: [Br:1][c:2]1[cH:3][cH:4][c:5]([C:8](=[O:9])[c:10]2[cH:11][c:12]([F:17])[c:13]([OH:16])[cH:14][cH:15]2)[cH:6][cH:7]1.[CH2:35]1[O:36][CH2:37][CH2:38][CH2:39]1.[CH3:18][C:19]1([CH3:28])[O:20][C:21]([CH3:26])([CH3:27])[CH2:22][C:23](=[O:25])[CH2:24]1.[K+:29].[K+:30].[O-:31][C:32]([O-:33])=[O:34].[Zn:40]>>[Br:1][c:2]1[cH:3][cH:4][c:5]([C:8]([c:10]2[cH:11][c:12]([F:17])[c:13]([OH:16])[cH:14][cH:15]2)=[C:23]2[CH2:22][C:21]([CH3:26])([CH3:27])[O:20][C:19]([CH3:18])([CH3:28])[CH2:24]2)[cH:6][cH:7]1. Reactants: O=C(c1ccc(Br)cc1)c1ccc(O)c(F)c1, C1CCOC1, CC1(C)CC(=O)CC(C)(C)O1, [K+], [K+], O=C([O-])[O-], [Zn]. The reactants are O=C(O)O, [Li]CCCC, COc1ccc2ccsc2c1, [I-], [I-], C1CCOC1, [Zn+2], Cc1ccc(S(=O)(=O)C#N)cc1, NS(=O)(=O)c1cc2ccccc2s1. The product is COc1ccc2cc(C#N)sc2c1. RXN SMILES: [C:17]([OH:18])([OH:19])=[O:20].[CH3:1][CH2:2][CH2:3][CH2:4][Li:5].[CH3:6][O:7][c:8]1[cH:9][cH:10][c:11]2[c:12]([s:13][cH:14][cH:15]2)[cH:16]1.[I-:51].[I-:53].[O:46]1[CH2:47][CH2:48][CH2:49][CH2:50]1.[Zn+2:52].[c:34]1([CH3:35])[cH:36][cH:37][c:38]([S:39](=[O:40])(=[O:41])[C:43]#[N:44])[cH:42][cH:45]1.[s:21]1[c:22]([S:23]([NH2:24])(=[O:25])=[O:26])[cH:27][c:28]2[cH:29][cH:30][cH:31][cH:32][c:33]12>>[CH3:6][O:7][c:8]1[cH:9][cH:10][c:11]2[c:12]([s:13][c:14]([C:43]#[N:44])[cH:15]2)[cH:16]1. Starting materials: hydrochloride salt, CC1=CC=C(C=C1)S(=O)(=O)OCC1OC2=C(C1)C=C(C=C2C2=C(C(=CC=C2)C)C)Cl ((±)-[5-chloro-7-(2,3-dimethylphenyl)-2,3-dihydro-1-benzofuran-2-yl]methyl 4-methylbenzenesulfonate), CN (methylamine). Yields the product ClC=1C=C(C2=C(CC(O2)CNC)C1)C1=C(C(=CC=C1)C)C ((±)-{[5-chloro-7-(2,3-dimethylphenyl)-2,3-dihydro-1-benzofuran-2-yl]methyl}methylamine). RXN SMILES: CC1C=CC(S(O[CH2:12][CH:13]2[CH2:17][C:16]3[CH:18]=[C:19]([Cl:30])[CH:20]=[C:21]([C:22]4[CH:27]=[CH:26][CH:25]=[C:24]([CH3:28])[C:23]=4[CH3:29])[C:15]=3[O:14]2)(=O)=O)=CC=1.[CH3:31][NH2:32]>>[Cl:30][C:19]1[CH:20]=[C:21]([C:22]2[CH:27]=[CH:26][CH:25]=[C:24]([CH3:28])[C:23]=2[CH3:29])[C:15]2[O:14][CH:13]([CH2:12][NH:32][CH3:31])[CH2:17][C:16]=2[CH:18]=1. Procedure: The title compound was prepared (0.054 g, 47%) following the general procedure of Example 390 as a white solid, hydrochloride salt from (±)-[5-chloro-7-(2,3-dimethylphenyl)-2,3-dihydro-1-benzofuran-2-yl]methyl 4-methylbenzenesulfonate (0.149 g, 0.33 mmol) and methylamine (0.102 g, 3.3 mmol). mp 148-150° C. The reactants are CC(=O)Oc1c(F)c(F)cc(C(=O)O)c1F, O=S(Cl)Cl, c1ccccc1. The product is CC(=O)Oc1c(F)c(F)cc(C(=O)Cl)c1F. Reaction SMILES: [C:1]([CH3:2])(=[O:3])[O:4][c:5]1[c:6]([F:16])[c:7]([C:8](=[O:9])[OH:10])[cH:11][c:12]([F:15])[c:13]1[F:14].[S:17]([Cl:18])([Cl:19])=[O:20].[cH:21]1[cH:22][cH:23][cH:24][cH:25][cH:26]1>>[C:1]([CH3:2])(=[O:3])[O:4][c:5]1[c:6]([F:16])[c:7]([C:8](=[O:9])[Cl:19])[cH:11][c:12]([F:15])[c:13]1[F:14]. Starting materials: ice, [H-].[Na+] (sodium hydride), [N+](=O)([O-])C=1C(=CC2=C(CCCC(N2)=O)C1)OC(C)C (7-nitro-8-(propan-2-yloxy)-1,3,4,5-tetrahydro-2H-1-benzazepin-2-one), IC (iodomethane). Run in CN(C)C=O (DMF). Conditions: temperature 0 celsius, time 5 minute. Yields the product CN1C(CCCC2=C1C=C(C(=C2)[N+](=O)[O-])OC(C)C)=O (1-methyl-7-nitro-8-(propan-2-yloxy)-1,3,4,5-tetrahydro-2H-1-benzazepin-2-one). The yield is 62.3%. RXN SMILES: [H-].[Na+].[N+:3]([C:6]1[C:7]([O:18][CH:19]([CH3:21])[CH3:20])=[CH:8][C:9]2[NH:15][C:14](=[O:16])[CH2:13][CH2:12][CH2:11][C:10]=2[CH:17]=1)([O-:5])=[O:4].I[CH3:23]>CN(C=O)C>[CH3:23][N:15]1[C:9]2[CH:8]=[C:7]([O:18][CH:19]([CH3:21])[CH3:20])[C:6]([N+:3]([O-:5])=[O:4])=[CH:17][C:10]=2[CH2:11][CH2:12][CH2:13][C:14]1=[O:16] |f:0.1|. Procedure: 460 mg of potassium nitrate are added to a solution of 797 mg of 8-(propan-2-yloxy)-1,3,4,5-tetrahydro-2H-1-benzazepin-2-one in 8 ml of trifluoroacetic anhydride, cooled to −5° C. The reaction medium is stirred for 5 minutes at −5° C., brought back to pH 7 by adding a saturated aqueous sodium hydrogen carbonate solution, and then extracted with 100 ml of ethyl acetate. The organic phase is dried over magnesium sulfate, filtered and evaporated. The residue is purified by flash chromatography on s...